This data is from the Open Reaction Database (ORD), a public repository of structured organic reaction records. The task is: describe an organic reaction: reactants, conditions, products, and yield Starting materials: C(C)(C)[Mg]Cl (isopropyl magnesium chloride), C(C1=CC=CC=C1)=O (Benzaldehyde), C(CCC)[SnH](CCCC)CCCC (tributyltin hydride). Solvent: C(C)OCC (diethyl ether), C(C)OCC (diethyl ether). Conditions: temperature 0 celsius, time 1 hour. Yields the product [Sn](CCCC)(CCCC)(CCCC)C(O)C1=CC=CC=C1 (Bu3SnCH(OH)Ph). Isolated yield 28.9%. As a reaction SMILES: C([Mg]Cl)(C)C.[CH2:6]([SnH:10]([CH2:15][CH2:16][CH2:17][CH3:18])[CH2:11][CH2:12][CH2:13][CH3:14])[CH2:7][CH2:8][CH3:9].[CH:19](=[O:26])[C:20]1[CH:25]=[CH:24][CH:23]=[CH:22][CH:21]=1>C(OCC)C>[Sn:10]([CH:19]([C:20]1[CH:25]=[CH:24][CH:23]=[CH:22][CH:21]=1)[OH:26])([CH2:6][CH2:7][CH2:8][CH3:9])([CH2:11][CH2:12][CH2:13][CH3:14])[CH2:15][CH2:16][CH2:17][CH3:18]. Procedure: Under nitrogen, a dry 250 mL round bottom flask was charged with 2.0 M isopropyl magnesium chloride in diethyl ether (20.6 mL, 41.2 mmol) and an additional 15 mL of diethyl ether added. To this stirred solution was added tributyltin hydride (10.0 g, 34.4 mmol) dropwise over a period of 10-15 min. The resulting reaction mixture was heated to reflux, stirred for 1 h, and then cooled down to 0° C. Benzaldehyde (4.0 g, 37.8 mmol) was then added dropwise over a period of approximately 10 min while ma... Reactants: C(C)(C)(C)OC([C@H]1N(C[C@@H](C1)N(C(=NC(=O)OC(C)(C)C)N)C(=O)OC(C)(C)C)C(=O)OC(C)(C)C)=O ((4R)-1-(tert-Butyloxycarbonyl)-4-[N,N'-bis(tert-butyloxycarbonyl)guanidino]-L-proline tert-butyl ester), Cl (HCl). Run in O1CCOCC1 (dioxane). The product is Cl.Cl.N(C(=N)N)[C@@H]1C[C@H](NC1)C(=O)O ((4R)-4-Guanidino-L-Proline Dihydrochloride). RXN SMILES: C([O:5][C:6](=[O:37])[C@@H:7]1[CH2:11][C@@H:10]([N:12](C(OC(C)(C)C)=O)[C:13]([NH2:22])=[N:14]C(OC(C)(C)C)=O)[CH2:9][N:8]1C(OC(C)(C)C)=O)(C)(C)C.[ClH:38]>O1CCOCC1>[ClH:38].[ClH:38].[NH:12]([C@H:10]1[CH2:9][NH:8][C@H:7]([C:6]([OH:37])=[O:5])[CH2:11]1)[C:13]([NH2:22])=[NH:14] |f:3.4.5|. Procedure: (4R)-1-(tert-Butyloxycarbonyl)-4-[N,N'-bis(tert-butyloxycarbonyl)guanidino]-L-proline tert-butyl ester (114 mg, 0.216 mmol) was treated with 4N HCl in dioxane (2 mL) for 48 hours at room temperature. The reaction mixture was evaporated under diminished pressure, coevaporated several times with diethyl ether and several times with methanol. The product was dried under high vacuum, and a quantitative yield of the title compound was obtained. Mass spectrum: m/z 173 (M+1); 400 MHz 1H NMR (CD3OD): δ2... Starting materials: C=C(CBr)c1ccccc1, COC(=O)CC1CCN(C(=O)OCc2ccccc2)CC1, C1CCOC1. Yields the product C=C(CC(C(=O)OC)C1CCN(C(=O)OCc2ccccc2)CC1)c1ccccc1. As a reaction SMILES: [Br:22][CH2:23][C:24](=[CH2:25])[c:26]1[cH:27][cH:28][cH:29][cH:30][cH:31]1.[CH3:1][O:2][C:3]([CH2:4][CH:5]1[CH2:6][CH2:7][N:8]([C:11](=[O:12])[O:13][CH2:14][c:15]2[cH:16][cH:17][cH:18][cH:19][cH:20]2)[CH2:9][CH2:10]1)=[O:21].[O:32]1[CH2:33][CH2:34][CH2:35][CH2:36]1>>[CH3:1][O:2][C:3]([CH:4]([CH:5]1[CH2:6][CH2:7][N:8]([C:11](=[O:12])[O:13][CH2:14][c:15]2[cH:16][cH:17][cH:18][cH:19][cH:20]2)[CH2:9][CH2:10]1)[CH2:25][C:24](=[CH2:23])[c:26]1[cH:27][cH:28][cH:29][cH:30][cH:31]1)=[O:21]. Starting materials: COC(C1=CN=C(C=C1)OCC=1N(N=NC1C1=NC=C(C=C1)F)C)=O (6-[5-(5-fluoro-pyridin-2-yl)-3-methyl-3H-[1,2,3]triazol-4-ylmethoxy]-nicotinic acid methyl ester), COC(C1=CN=C(C=C1)OCC=1N(N=NC1C1=NC=CC=C1)C)=O (6-(3-methyl-5-pyridin-2-yl-3H-[1,2,3]triazol-4-ylmethoxy)-nicotinic acid methyl ester). Product: FC=1C=CC(=NC1)C1=C(N(N=N1)C)COC1=NC=C(C(=O)O)C=C1 (6-[5-(5-Fluoro-pyridin-2-yl)-3-methyl-3H-[1,2,3]triazol-4-ylmethoxy]-nicotinic acid). Isolated yield 102.5%. Reaction SMILES: C[O:2][C:3](=[O:25])[C:4]1[CH:9]=[CH:8][C:7]([O:10][CH2:11][C:12]2[N:13]([CH3:24])[N:14]=[N:15][C:16]=2[C:17]2[CH:22]=[CH:21][C:20]([F:23])=[CH:19][N:18]=2)=[N:6][CH:5]=1.COC(=O)C1C=CC(OCC2N(C)N=NC=2C2C=CC=CN=2)=NC=1>>[F:23][C:20]1[CH:21]=[CH:22][C:17]([C:16]2[N:15]=[N:14][N:13]([CH3:24])[C:12]=2[CH2:11][O:10][C:7]2[CH:8]=[CH:9][C:4]([C:3]([OH:25])=[O:2])=[CH:5][N:6]=2)=[N:18][CH:19]=1. Procedure: As described for example 26a, 6-[5-(5-fluoro-pyridin-2-yl)-3-methyl-3H-[1,2,3]triazol-4-ylmethoxy]-nicotinic acid methyl ester (396 mg, 0.8 mmol), instead of 6-(3-methyl-5-pyridin-2-yl-3H-[1,2,3]triazol-4-ylmethoxy)-nicotinic acid methyl ester, was converted to the title compound (270 mg, 81%) which was obtained as a white solid. MS: m/e=328.3 [M−H]−. Reactants: BrC=1C=CC=C2C=CC(=CC12)C(=O)O (8-bromo-2-naphthoic acid), B.C1CCOC1 (BH3.THF). Solvent: C1CCOC1 (THF). Reaction conditions: temperature 0 celsius, time 8 hour. Yields the product BrC=1C=CC=C2C=CC(=CC12)CO (8-Bromo-2-hydroxymethylnaphthalene). The yield is 80.0%. Reaction SMILES: [Br:1][C:2]1[CH:3]=[CH:4][CH:5]=[C:6]2[C:11]=1[CH:10]=[C:9]([C:12](O)=[O:13])[CH:8]=[CH:7]2.B.C1COCC1>C1COCC1>[Br:1][C:2]1[CH:3]=[CH:4][CH:5]=[C:6]2[C:11]=1[CH:10]=[C:9]([CH2:12][OH:13])[CH:8]=[CH:7]2 |f:1.2|. Reported procedure: To a cooled (0° C.), stirred suspension of 8-bromo-2-naphthoic acid (2.25 g, 8.96 mmol) in THF (12 mL) was added BH3.THF (1M in THF, 12.5 mL, 12.50 mmol) over 20 minutes. The cooling bath was removed and stirring was continued at room temperature overnight. The mixture was recooled to 0° C. and saturated aqueous K2CO3 (8 mL) was added. H2O (10 mL) was added and the mixture was extracted with ether. The combined extracts were washed with saturated aqueous NaCl, dried (MgSO4) and concentrated. The... Reactants: C(CCC)[Li] (n-Butyllithium), C1CCOC1 (THF), COC1=NC(=CC=C1)[Si](C)(C)C (2-methoxy-6-(trimethylsilyl)pyridine), C1CCOC1 (THF), C(CCC)[Li] (n-butyllithium), C1CCOC1 (THF), Cl[Si](C)(C)C (chlorotrimethylsilane). Solvent: [Cl-].[Na+].O (brine), CCCCCC (n-hexane), O (water). Conditions: time 1 hour. Product: COC1=NC(=CC(=C1C=O)[Si](C)(C)C)[Si](C)(C)C (2-methoxy-4,6-bis(trimethylsilyl)pyridine-3-carbaldehyde). Isolated yield 39.0%. RXN SMILES: C([Li])CCC.C1[CH2:10][O:9]CC1.[CH3:11][O:12][C:13]1[CH:18]=[CH:17][CH:16]=[C:15]([Si:19]([CH3:22])([CH3:21])[CH3:20])[N:14]=1.Cl[Si:24]([CH3:27])([CH3:26])[CH3:25]>[Cl-].[Na+].O.CCCCCC.O>[CH3:11][O:12][C:13]1[C:18]([CH:10]=[O:9])=[C:17]([Si:24]([CH3:27])([CH3:26])[CH3:25])[CH:16]=[C:15]([Si:19]([CH3:21])([CH3:20])[CH3:22])[N:14]=1 |f:4.5.6|. Reported procedure: n-Butyllithium (1.6 M in n-hexane, 2.8 mL, 2.76×1.6 mmol) was added dropwise to a dry THF (6.6 mL) solution of 2-methoxy-6-(trimethylsilyl)pyridine (MTP, 0.500 g, 2.76 mmol) under an argon atmosphere at between −15° C. and 0° C. (this temperature was kept during the reaction) and stirred for 1 hour, and a dry THF (2 mL) solution of FEO (0.434 g, 2.76×1.2 mmol) was then added dropwise and stirred for 1 hour. Subsequently, n-butyllithium (1.6 M in n-hexane, 2.4 mL, 2.76×1.4 mmol) was added dropwis...